This data is from the Open Reaction Database (ORD), a public repository of structured organic reaction records. The task is: describe an organic reaction: reactants, conditions, products, and yield The yield is 91.0%. Reported procedure: (2-Methyl-1H-benzimidazol-5-yl)-hydrazine dihydrochloride (830 mg) was added to an ethanol solution (15 ml) of crude 2-(1-benzenesulfonyl-1H-indole-2-carbonyl)-3-dimethylamino acrylonitrile (1.17 g). The reaction mixture was heated with stirring under reflux for four hours. After cooling to room temperature, the mixture was allowed to stand at room temperature. The precipitated solid was collected by filtration, and washed with ethanol to give [5-amino-1-(2-methyl-1H-benzimidazol-5-yl)-1H-pyrazo... RXN SMILES: Cl.Cl.[CH3:3][C:4]1[NH:8][C:7]2[CH:9]=[CH:10][C:11]([NH:13][NH2:14])=[CH:12][C:6]=2[N:5]=1.[C:15]1([S:21]([N:24]2[C:32]3[C:27](=[CH:28][CH:29]=[CH:30][CH:31]=3)[CH:26]=[C:25]2[C:33]([C:35](=[CH:38]N(C)C)[C:36]#[N:37])=[O:34])(=[O:23])=[O:22])[CH:20]=[CH:19][CH:18]=[CH:17][CH:16]=1>C(O)C>[NH2:37][C:36]1[N:13]([C:11]2[CH:10]=[CH:9][C:7]3[NH:8][C:4]([CH3:3])=[N:5][C:6]=3[CH:12]=2)[N:14]=[CH:38][C:35]=1[C:33]([C:25]1[N:24]([S:21]([C:15]2[CH:20]=[CH:19][CH:18]=[CH:17][CH:16]=2)(=[O:23])=[O:22])[C:32]2[C:27]([CH:26]=1)=[CH:28][CH:29]=[CH:30][CH:31]=2)=[O:34] |f:0.1.2|. The reactants are Cl.Cl.CC1=NC2=C(N1)C=CC(=C2)NN ((2-Methyl-1H-benzimidazol-5-yl)-hydrazine dihydrochloride), C1(=CC=CC=C1)S(=O)(=O)N1C(=CC2=CC=CC=C12)C(=O)C(C#N)=CN(C)C (2-(1-benzenesulfonyl-1H-indole-2-carbonyl)-3-dimethylamino acrylonitrile). Product: NC1=C(C=NN1C1=CC2=C(NC(=N2)C)C=C1)C(=O)C=1N(C2=CC=CC=C2C1)S(=O)(=O)C1=CC=CC=C1 ([5-amino-1-(2-methyl-1H-benzimidazol-5-yl)-1H-pyrazol-4-yl]-(1-benzenesulfonyl-1H-indol-2-yl)-methanone). Run in C(C)O (ethanol). The reactants are ClC1=C2C=CC=NC2=CC(=N1)C1=CC(=C(C=C1)N(C)C)C (5-chloro-7-(4-dimethylamino-3-methylphenyl)-[1,6]naphthyridine), C[O-].[Na+] (sodium methoxide). The solvent is CC(=O)N(C)C (dimethylacetamide). Reaction conditions: temperature 50 celsius, time 1 hour. Product: COC1=C2C=CC=NC2=CC(=N1)C1=CC(=C(C=C1)N(C)C)C (5-methoxy-7-(4-dimethylamino-3-methylphenyl)-[1,6]naphthyridine). As a reaction SMILES: Cl[C:2]1[N:11]=[C:10]([C:12]2[CH:17]=[CH:16][C:15]([N:18]([CH3:20])[CH3:19])=[C:14]([CH3:21])[CH:13]=2)[CH:9]=[C:8]2[C:3]=1[CH:4]=[CH:5][CH:6]=[N:7]2.[CH3:22][O-:23].[Na+]>CC(N(C)C)=O>[CH3:22][O:23][C:2]1[N:11]=[C:10]([C:12]2[CH:17]=[CH:16][C:15]([N:18]([CH3:20])[CH3:19])=[C:14]([CH3:21])[CH:13]=2)[CH:9]=[C:8]2[C:3]=1[CH:4]=[CH:5][CH:6]=[N:7]2 |f:1.2|. Procedure details: 100 mg (0.31 mmol) of 6.1 was placed in 0.5 ml dimethylacetamide and then 60 mg (1.1 mmol) sodium methoxide were added. The reaction mixture was stirred for 1 h at 50° C. The mixture was purified by chromatography (RP-HPLC-MS), the corresponding fractions were freeze-dried. Reactants: C1(=CC=CC=C1)OC (Anisole), O (Water), C(C1=CC=CC=C1)OC(=O)NCCCC[C@H](NS(=O)(=O)C)C(=O)NC[C@H](CC1(CCCC1)C(=O)N[C@@H](CC1=CC=C(C=C1)OC(C)(C)C)C(=O)OC(C)(C)C)C(=O)OC(C)(C)C (Tert-butyl (S,S,S)-N-(1-[3-(N6-benzyloxycarbonyl-N2-mesyllysylamino)-2-(tert-butoxycarbonyl)propyl]-1-cyclopentylcarbonyl)-O4-tert-butyltyrosinate), FC(C(=O)O)(F)F (trifluoroacetic acid). The solvent is ClCCl (dichloromethane), C(C)(=O)OCC (ethyl acetate). Reaction conditions: temperature 35 celsius, time 6 hour. The product is C(C1=CC=CC=C1)OC(=O)NCCCC[C@H](NS(=O)(=O)C)C(=O)NC[C@H](CC1(CCCC1)C(=O)N[C@@H](CC1=CC=C(C=C1)O)C(=O)O)C(=O)O ((S,S,S)-N-(1-[3-(N6-Benzyloxycarbonyl-N2-mesyllysylamino)-2-carboxypropyl]-1-cyclopentylcarbonyl)tyrosine). As a reaction SMILES: [CH2:1]([O:8][C:9]([NH:11][CH2:12][CH2:13][CH2:14][CH2:15][C@@H:16]([C:22]([NH:24][CH2:25][C@@H:26]([C:56]([O:58]C(C)(C)C)=[O:57])[CH2:27][C:28]1([C:33]([NH:35][C@H:36]([C:49]([O:51]C(C)(C)C)=[O:50])[CH2:37][C:38]2[CH:43]=[CH:42][C:41]([O:44]C(C)(C)C)=[CH:40][CH:39]=2)=[O:34])[CH2:32][CH2:31][CH2:30][CH2:29]1)=[O:23])[NH:17][S:18]([CH3:21])(=[O:20])=[O:19])=[O:10])[C:2]1[CH:7]=[CH:6][CH:5]=[CH:4][CH:3]=1.C1(OC)C=CC=CC=1.FC(F)(F)C(O)=O.O>ClCCl.C(OCC)(=O)C>[CH2:1]([O:8][C:9]([NH:11][CH2:12][CH2:13][CH2:14][CH2:15][C@@H:16]([C:22]([NH:24][CH2:25][C@@H:26]([C:56]([OH:58])=[O:57])[CH2:27][C:28]1([C:33]([NH:35][C@H:36]([C:49]([OH:51])=[O:50])[CH2:37][C:38]2[CH:43]=[CH:42][C:41]([OH:44])=[CH:40][CH:39]=2)=[O:34])[CH2:32][CH2:31][CH2:30][CH2:29]1)=[O:23])[NH:17][S:18]([CH3:21])(=[O:20])=[O:19])=[O:10])[C:2]1[CH:3]=[CH:4][CH:5]=[CH:6][CH:7]=1. Reported procedure: Tert-butyl (S,S,S)-N-(1-[3-(N6-benzyloxycarbonyl-N2-mesyllysylamino)-2-(tert-butoxycarbonyl)propyl]-1-cyclopentylcarbonyl)-O4-tert-butyltyrosinate (404 g) was dissolved in dichloromethane (810 ml). Anisole (769 g) was added in one portion and then trifluoroacetic acid (1.158 kg) added dropwise over approximately 10 minutes. On completion of the addition, the reaction was stirred at 35° C. for 6 hours and then stirred at room temperature overnight. Water (1000 ml) was added and three layers forme... As a reaction SMILES: [CH3:1][SiH:2]([CH:6]([CH3:8])[CH3:7])[CH:3]([CH3:5])[CH3:4].[Br:9]Br.Br>>[CH3:1][Si:2]([CH:6]([CH3:8])[CH3:7])([CH:3]([CH3:5])[CH3:4])[Br:9]. Conditions: time 1 hour. Procedure: 20.8 g (0.16 mol) of the methyldiisopropylsilane prepared under Example 2, above was placed in a 50 mL three-neck flask equipped with a reflux condenser, thermometer, and addition funnel. 25 g bromine (0.16 mol) was cautiously dripped in while cooling with ice and stirring with a magnetic stirring bar. A strong exothermic reaction developed and hydrogen bromide was evolved. After addition of the entire quantity of bromine, the reaction was allowed to stand for 1 hour at room temperature and was ... Yields the product C[Si](Br)(C(C)C)C(C)C (methyldiisopropylbromosilane). Reactants: C[SiH](C(C)C)C(C)C (methyldiisopropylsilane), BrBr (bromine), BrBr (bromine), Br (hydrogen bromide). Starting materials: Br.Br.Br.NC=1SC=C(N1)CC(=O)N1CCN(CC1)C1CCN(CC1)C (2-(2-amino-thiazol-4-yl)-1-[4-(1-methyl-piperidin-4-yl)-piperazin-1-yl]-ethanone trihydrobromide), BrC1=CC=C(S1)C(=O)O (5-bromothiophene-2-carboxylic acid). The product is CN1CCC(CC1)N1CCN(CC1)C(CC=1N=C(SC1)NC(=O)C=1SC(=CC1)Br)=O (5-bromo-thiophene-2-carboxylic acid (4-{2-[4-(1-methyl-piperidin-4-yl)-piperazin-1-yl]-2-oxo-ethyl}-thiazol-2-yl)-amide). As a reaction SMILES: Br.Br.Br.[NH2:4][C:5]1[S:6][CH:7]=[C:8]([CH2:10][C:11]([N:13]2[CH2:18][CH2:17][N:16]([CH:19]3[CH2:24][CH2:23][N:22]([CH3:25])[CH2:21][CH2:20]3)[CH2:15][CH2:14]2)=[O:12])[N:9]=1.[Br:26][C:27]1[S:31][C:30]([C:32](O)=[O:33])=[CH:29][CH:28]=1>>[CH3:25][N:22]1[CH2:23][CH2:24][CH:19]([N:16]2[CH2:15][CH2:14][N:13]([C:11](=[O:12])[CH2:10][C:8]3[N:9]=[C:5]([NH:4][C:32]([C:30]4[S:31][C:27]([Br:26])=[CH:28][CH:29]=4)=[O:33])[S:6][CH:7]=3)[CH2:18][CH2:17]2)[CH2:20][CH2:21]1 |f:0.1.2.3|. Procedure details: 47.3 Using general procedure D, 2-(2-amino-thiazol-4-yl)-1-[4-(1-methyl-piperidin-4-yl)-piperazin-1-yl]-ethanone trihydrobromide was coupled with 5-bromothiophene-2-carboxylic acid to give 5-bromo-thiophene-2-carboxylic acid (4-{2-[4-(1-methyl-piperidin-4-yl)-piperazin-1-yl]-2-oxo-ethyl}-thiazol-2-yl)-amide. Yellow solid. MS 514.3 ([M+H]+)